This data is from the Open Reaction Database (ORD), a public repository of structured organic reaction records. The task is: describe an organic reaction: reactants, conditions, products, and yield Reactants: OC(C(=O)OC)(C)C=1C=C2CCC=3C(=NOC3C3=NOC(=C3C(F)(F)F)C3=CC=CC=C3)C2=CC1 (Methyl 2-hydroxy-2-(3-(5-phenyl-4-(trifluoromethyl)isoxazol-3-yl)-4,5-dihydronaphtho[1,2-c]isoxazol-7-yl)propanoate). Solvent: Cl (hydrochloric acid), O1CCOCC1 (dioxane). Conditions: temperature 60 celsius, time 48 hour. Product: OC(C(=O)O)(C)C=1C=C2CCC=3C(=NOC3C3=NOC(=C3C(F)(F)F)C3=CC=CC=C3)C2=CC1 (2-hydroxy-2-(3-(5-phenyl-4-(trifluoromethyl)isoxazol-3-yl)-4,5-dihydronaphtho[1,2-c]isoxazol-7-yl)propanoic acid). Yield: 97.1%. RXN SMILES: [OH:1][C:2]([C:8]1[CH:9]=[C:10]2[C:33](=[CH:34][CH:35]=1)[C:14]1=[N:15][O:16][C:17]([C:18]3[C:22]([C:23]([F:26])([F:25])[F:24])=[C:21]([C:27]4[CH:32]=[CH:31][CH:30]=[CH:29][CH:28]=4)[O:20][N:19]=3)=[C:13]1[CH2:12][CH2:11]2)([CH3:7])[C:3]([O:5]C)=[O:4]>Cl.O1CCOCC1>[OH:1][C:2]([C:8]1[CH:9]=[C:10]2[C:33](=[CH:34][CH:35]=1)[C:14]1=[N:15][O:16][C:17]([C:18]3[C:22]([C:23]([F:24])([F:26])[F:25])=[C:21]([C:27]4[CH:28]=[CH:29][CH:30]=[CH:31][CH:32]=4)[O:20][N:19]=3)=[C:13]1[CH2:12][CH2:11]2)([CH3:7])[C:3]([OH:5])=[O:4]. Reported procedure: Methyl 2-hydroxy-2-(3-(5-phenyl-4-(trifluoromethyl)isoxazol-3-yl)-4,5-dihydronaphtho[1,2-c]isoxazol-7-yl)propanoate (Preparation 134C, isomer 1, 85 mg, 0.175 mmol) was dissolved in 4 N hydrochloric acid in dioxane (1 mL). The reaction mixture stirred at 60° C. for 48 h before it was concentrated to yield 2-hydroxy-2-(3-(5-phenyl-4-(trifluoromethyl)isoxazol-3-yl)-4,5-dihydronaphtho[1,2-c]isoxazol-7-yl)propanoic acid (80 mg, 0.17 mmol, 97% yield): LC/MS M+1=472.03. Isomer 2: Methyl 2-hydroxy-2-(3-... Starting materials: C1CCOC1, COc1ccc(-c2cc(CO)ccc2OC)cc1, C1CCC2=NCCCN2CC1, [N-]=[N+]=NP(=O)(c1ccccc1)c1ccccc1. Yields the product COc1ccc(-c2cc(CN=[N+]=[N-])ccc2OC)cc1. As a reaction SMILES: [CH2:47]1[O:48][CH2:49][CH2:50][CH2:51]1.[CH3:1][O:2][c:3]1[c:4](-[c:11]2[cH:12][cH:13][c:14]([O:17][CH3:18])[cH:15][cH:16]2)[cH:5][c:6]([CH2:7][OH:8])[cH:9][cH:10]1.[N:36]12[CH2:37][CH2:38][CH2:39][N:40]=[C:41]1[CH2:42][CH2:43][CH2:44][CH2:45][CH2:46]2.[c:19]1([P:20]([c:21]2[cH:22][cH:23][cH:24][cH:25][cH:26]2)(=[O:27])[N:33]=[N+:34]=[N-:35])[cH:28][cH:29][cH:30][cH:31][cH:32]1>>[CH3:1][O:2][c:3]1[c:4](-[c:11]2[cH:12][cH:13][c:14]([O:17][CH3:18])[cH:15][cH:16]2)[cH:5][c:6]([CH2:7][N:33]=[N+:34]=[N-:35])[cH:9][cH:10]1. Starting materials: CC(C)C(=O)Cl, CCOC(=O)C=CNc1ccccc1OC, [H-], [Na+], C1CCOC1. Yields the product CCOC(=O)C(=CNc1ccccc1OC)C(=O)C(C)C. Reaction SMILES: [C:19]([CH:20]([CH3:21])[CH3:22])(=[O:23])[Cl:24].[CH3:3][O:4][c:5]1[c:6]([NH:11][CH:12]=[CH:13][C:14](=[O:15])[O:16][CH2:17][CH3:18])[cH:7][cH:8][cH:9][cH:10]1.[H-:1].[Na+:2].[O:25]1[CH2:26][CH2:27][CH2:28][CH2:29]1>>[CH3:3][O:4][c:5]1[c:6]([NH:11][CH:12]=[C:13]([C:14](=[O:15])[O:16][CH2:17][CH3:18])[C:19]([CH:20]([CH3:21])[CH3:22])=[O:23])[cH:7][cH:8][cH:9][cH:10]1.